From a dataset of the Open Reaction Database (ORD), a public repository of structured organic reaction records. describe an organic reaction: reactants, conditions, products, and yield Starting materials: CN(C)[C@H]1[C@@H]2[C@]3(CC[C@H](C[C@@H]3CC[C@H]2[C@@H]2CC/C(=C/C)/[C@]2(C1)C)O)C ((Z)-11α-N,N-Dimethylamino-5α-pregn-17(20)-en-3α-ol). The reagents and catalysts are [Pd] (Pd-C). The solvent is C(C)O (ethanol). Reaction conditions: time 100 minute. Product: CN(C)[C@H]1[C@@H]2[C@]3(CC[C@H](C[C@@H]3CC[C@H]2[C@@H]2CC[C@H](CC)[C@]2(C1)C)O)C (11α-N,N-Dimethylamino-5α-pregnan-3α-ol). The yield is 77.7%. RXN SMILES: [CH3:1][N:2]([C@@H:4]1[CH2:22][C@@:21]2([CH3:23])[C@@H:15]([CH2:16][CH2:17]/[C:18]/2=[CH:19]/[CH3:20])[C@H:14]2[C@H:5]1[C@:6]1([CH3:25])[C@@H:11]([CH2:12][CH2:13]2)[CH2:10][C@H:9]([OH:24])[CH2:8][CH2:7]1)[CH3:3]>C(O)C.[Pd]>[CH3:1][N:2]([C@@H:4]1[CH2:22][C@@:21]2([CH3:23])[C@@H:15]([CH2:16][CH2:17][C@@H:18]2[CH2:19][CH3:20])[C@H:14]2[C@H:5]1[C@:6]1([CH3:25])[C@@H:11]([CH2:12][CH2:13]2)[CH2:10][C@H:9]([OH:24])[CH2:8][CH2:7]1)[CH3:3]. Procedure: (Z)-11α-N,N-Dimethylamino-5α-pregn-17(20)-en-3α-ol (750 mg) in ethanol (25 ml) containing 10% Pd-C (511 mg) was stirred under hydrogen for 100 min. The catalyst was removed by filtration through Kieselguhr and the solvent evaporated in vacuo. Purification of the residue by filtration through a plug of silica in ethyl acetate-petroleum ether (2:1) and crystallisation from aqueous methanol gave the title compound (586 mg) m.p. 147°-150°, [α]D -15.0° The reactants are C1COCCN1, ClCCl, On1nnc2cccnc21, O=C(O)C1CCC(O)CC1. Product: O=C(C1CCC(O)CC1)N1CCOCC1. As a reaction SMILES: [CH2:21]1[CH2:22][O:23][CH2:24][CH2:25][NH:26]1.[Cl:27][CH2:28][Cl:29].[OH:11][n:12]1[c:13]2[n:14][cH:15][cH:16][cH:17][c:18]2[n:19][n:20]1.[OH:1][CH:2]1[CH2:3][CH2:4][CH:5]([C:8](=[O:9])[OH:10])[CH2:6][CH2:7]1>>[OH:1][CH:2]1[CH2:3][CH2:4][CH:5]([C:8](=[O:10])[N:26]2[CH2:21][CH2:22][O:23][CH2:24][CH2:25]2)[CH2:6][CH2:7]1. Reactants: CC#N, COc1ccc(CCl)cc1, c1c[nH]cn1. Product: COc1ccc(Cn2ccnc2)cc1. As a reaction SMILES: [CH3:16][C:17]#[N:18].[CH3:6][O:7][c:8]1[cH:9][cH:10][c:11]([CH2:12][Cl:13])[cH:14][cH:15]1.[nH:1]1[cH:2][n:3][cH:4][cH:5]1>>[n:1]1([CH2:12][c:11]2[cH:10][cH:9][c:8]([O:7][CH3:6])[cH:15][cH:14]2)[cH:2][n:3][cH:4][cH:5]1. The reactants are Oc1cccc(Br)c1, O=C([O-])[O-], CN1CCCC1=O, CN(C)CCCl, [K+], [K+]. Yields the product CN(C)CCOc1cccc(Br)c1. As a reaction SMILES: [Br:1][c:2]1[cH:3][c:4]([OH:8])[cH:5][cH:6][cH:7]1.[C:15](=[O:16])([O-:17])[O-:18].[CH3:21][N:22]1[CH2:23][CH2:24][CH2:25][C:26]1=[O:27].[Cl:9][CH2:10][CH2:11][N:12]([CH3:13])[CH3:14].[K+:19].[K+:20]>>[Br:1][c:2]1[cH:3][c:4]([O:8][CH2:10][CH2:11][N:12]([CH3:13])[CH3:14])[cH:5][cH:6][cH:7]1. Reactants: ester, CC1=NC(=CC(=C1)C=1C(=CC2=C3N([C@@H](COC31)C)C=C(C2=O)C(=O)OCC)F)C (Ethyl (R)-10-(2,6-dimethyl-4-pyridinyl)-9-fluoro-3-methyl-7-oxo-2,3-dihydro-7H-pyrido[1,2,3-de][1,4]benzoxazine-6-carboxylate), Cl (hydrochloric acid). Product: CC1=NC=CC(C1)(C)C=1C(=CC2=C3N([C@@H](COC31)C)C=C(C2=O)C(=O)O)F ((R)-10-(2,4-Dimethyl-4-pyridinyl)-9-fluoro-3-methyl-7-oxo-2,3-dihydro-7H-pyrido[1,2,3-de][1,4]benzoxazine-6-carboxylic acid). As a reaction SMILES: [CH3:1][C:2]1[CH:7]=[C:6]([C:8]2[C:9]([F:28])=[CH:10][C:11]3[C:21](=[O:22])[C:20]([C:23]([O:25]CC)=[O:24])=[CH:19][N:13]4[C@H:14]([CH3:18])[CH2:15][O:16][C:17]=2[C:12]=34)[CH:5]=[C:4]([CH3:29])[N:3]=1.Cl>>[CH3:29][C:4]1[CH2:5][C:6]([C:8]2[C:9]([F:28])=[CH:10][C:11]3[C:21](=[O:22])[C:20]([C:23]([OH:25])=[O:24])=[CH:19][N:13]4[C@H:14]([CH3:18])[CH2:15][O:16][C:17]=2[C:12]=34)([CH3:7])[CH:1]=[CH:2][N:3]=1. Reported procedure: [I; R and R'=H, R"=CH3 ] was prepared by hydrolysis of the ester of part (e) with hydrochloric acid according to the procedure of Example 1(h), and was obtained as a colorless solid, m.p. 308°-312° C. when recrystallized from methanol; [α]D25 =+40.7° (1% in chloroform). The reactants are ClC1=C2C(NC(=N1)C)=CC(=N2)C2=CC=CC=C2 (4-chloro-2-methyl-6-phenylpyrrolo[3,2-d]pyrimidine), N1CC(CCC1)CO (3-piperidinemethanol), C(=O)([O-])[O-].[K+].[K+] (K2CO3). Solvent: O (H2O). Product: CC=1NC=2C(=C(N1)N1CC(CCC1)CO)N=C(C2)C2=CC=CC=C2 ([1-(2-methyl-6-phenylpyrrolo[2,3-e]pyrimidin-4-yl)-3-piperidyl]methan-1-ol). The yield is 30.3%. RXN SMILES: Cl[C:2]1[N:7]=[C:6]([CH3:8])[NH:5][C:4]2=[CH:9][C:10]([C:12]3[CH:17]=[CH:16][CH:15]=[CH:14][CH:13]=3)=[N:11][C:3]=12.[NH:18]1[CH2:23][CH2:22][CH2:21][CH:20]([CH2:24][OH:25])[CH2:19]1.C([O-])([O-])=O.[K+].[K+]>O>[CH3:8][C:6]1[NH:5][C:4]2[C:3]([N:11]=[C:10]([C:12]3[CH:17]=[CH:16][CH:15]=[CH:14][CH:13]=3)[CH:9]=2)=[C:2]([N:18]2[CH2:23][CH2:22][CH2:21][CH:20]([CH2:24][OH:25])[CH2:19]2)[N:7]=1 |f:2.3.4|. Procedure details: This compound was prepared according to the method described in Example 26 by employing 4-chloro-2-methyl-6-phenylpyrrolo[3,2-d]pyrimidine (Example 1(e)) (0.10 g, 0.41 mmol), 3-piperidinemethanol (Aldrich Chemical Company) (0.241 g, 2.09 mmol) and K2CO3 (0.34 g, 2.50 mmol) in H2O (2.5 mL) to obtain crude pink solids. Recrystallization from EtOH/MeOH gave 0.040 g (30%) of the title compound as an off-white solid. Mp: 255-256° C. 1H NMR (DMSO-d6; 500 MHz): δ 1.45 (m, 1), 1.59 (m, 1), 1.67 (m, 1), ... The reactants are ClCCCl, CN(C)C=O, CCN(C(C)C)C(C)C, CC(C)(C)OC(=O)C1CN(Cc2ccc(C(N)=NO)cc2)C1, On1nnc2ccccc21, O=C(O)c1cc(-c2ccccc2)c(C(F)(F)F)s1. The product is CC(C)(C)OC(=O)C1CN(Cc2ccc(C(N)=NOC(=O)c3cc(-c4ccccc4)c(C(F)(F)F)s3)cc2)C1. Reaction SMILES: [CH2:60]([Cl:61])[CH2:62][Cl:63].[CH3:64][N:65]([CH3:66])[CH:67]=[O:68].[CH:51]([N:52]([CH2:53][CH3:54])[CH:55]([CH3:56])[CH3:57])([CH3:58])[CH3:59].[OH:19][N:20]=[C:21]([NH2:22])[c:23]1[cH:24][cH:25][c:26]([CH2:27][N:28]2[CH2:29][CH:30]([C:32](=[O:33])[O:34][C:35]([CH3:36])([CH3:37])[CH3:38])[CH2:31]2)[cH:39][cH:40]1.[OH:41][n:42]1[c:43]2[c:44]([cH:45][cH:46][cH:47][cH:48]2)[n:49][n:50]1.[c:1]1(-[c:7]2[cH:8][c:9]([C:16](=[O:17])[OH:18])[s:10][c:11]2[C:12]([F:13])([F:14])[F:15])[cH:2][cH:3][cH:4][cH:5][cH:6]1>>[c:1]1(-[c:7]2[cH:8][c:9]([C:16](=[O:17])[O:18][N:20]=[C:21]([NH2:22])[c:23]3[cH:24][cH:25][c:26]([CH2:27][N:28]4[CH2:29][CH:30]([C:32](=[O:33])[O:34][C:35]([CH3:36])([CH3:37])[CH3:38])[CH2:31]4)[cH:39][cH:40]3)[s:10][c:11]2[C:12]([F:13])([F:14])[F:15])[cH:2][cH:3][cH:4][cH:5][cH:6]1. The reactants are COc1cc(C)cc(C)c1-c1cccc2c(N=O)c(OC)nn12, CC(=O)O, CCO, O, [Zn]. Product: COc1cc(C)cc(C)c1-c1cccc2c(N)c(OC)nn12. RXN SMILES: [CH3:1][O:2][c:3]1[n:4][n:5]2[c:6]([cH:7][cH:8][cH:9][c:10]2-[c:11]2[c:12]([O:19][CH3:20])[cH:13][c:14]([CH3:18])[cH:15][c:16]2[CH3:17])[c:21]1[N:22]=[O:23].[CH3:25][C:26](=[O:27])[OH:28].[CH3:29][CH2:30][OH:31].[OH2:24].[Zn:32]>>[CH3:1][O:2][c:3]1[n:4][n:5]2[c:6]([cH:7][cH:8][cH:9][c:10]2-[c:11]2[c:12]([O:19][CH3:20])[cH:13][c:14]([CH3:18])[cH:15][c:16]2[CH3:17])[c:21]1[NH2:22]. Reactants: CCCCCCC(=O)Cl, NCCc1ccccc1Cl. Product: CCCCCCC(=O)NCCc1ccccc1Cl. RXN SMILES: [C:11]([CH2:12][CH2:13][CH2:14][CH2:15][CH2:16][CH3:17])(=[O:18])[Cl:19].[NH2:1][CH2:2][CH2:3][c:4]1[c:5]([Cl:10])[cH:6][cH:7][cH:8][cH:9]1>>[NH:1]([CH2:2][CH2:3][c:4]1[c:5]([Cl:10])[cH:6][cH:7][cH:8][cH:9]1)[C:11]([CH2:12][CH2:13][CH2:14][CH2:15][CH2:16][CH3:17])=[O:18].